Dataset: the Open Reaction Database (ORD), a public repository of structured organic reaction records. Task: describe an organic reaction: reactants, conditions, products, and yield Starting materials: amide, CSCCC.C(CC(C)C)[NH-] (3-Methylthiopropan N-isoamylamide), Cl (hydrogen chloride). Run in O1CCCC1 (tetrahydrofuran), O1CCCC1 (tetrahydrofuran), CO (methanol). Conditions: time 8 hour. Yields the product C(CC(C)C)NCCCSC (iso Amyl 3-methylthiopropylamine), oil. Reaction SMILES: [CH3:1][S:2][CH2:3][CH2:4][CH3:5].[CH2:6]([NH-:11])[CH2:7][CH:8]([CH3:10])[CH3:9].Cl>O1CCCC1.CO>[CH2:6]([NH:11][CH2:5][CH2:4][CH2:3][S:2][CH3:1])[CH2:7][CH:8]([CH3:10])[CH3:9] |f:0.1|. Reported procedure: The amide from (a) (1.9 g) in tetrahydrofuran (20 ml) was treated under nitrogen at 0° with boranetetrahydrofuran complex (1 Molar in tetrahydrofuran 20 ml) and stirred overnight. 2 Molar hydrogen chloride in methanol (20 ml) was added and the mixture was boiled for 30 minutes, evaporated and the residue partitioned between ethyl acetate and water. The aqueous layer was basified and extracted with ether. The dried extract was evaporated to give the amine an oil (1.6 g). Rf3A=0.72, Rf7B=0.63, Rf4... The reactants are CC1=C(C(=CC=C1)C)N1CC(CC1=O)C(=O)O (1-(2,6-dimethylphenyl)-5-oxopyrrolidine-3-carboxylic acid), C(C)(C)(C)O (tert-butanol), TEA, ClC1=C(C(=O)Cl)C(=CC(=C1)Cl)Cl (2,4,6-trichlorobenzoyl chloride). The reagents and catalysts are CN(C)C=1C=CN=CC1 (DMAP). Solvent: C(Cl)Cl (CH2Cl2). Reaction conditions: time 14 hour. Yields the product CC1=C(C(=CC=C1)C)N1CC(CC1=O)C(=O)OC(C)(C)C (tert-butyl 1-(2,6-dimethylphenyl)-5-oxopyrrolidine-3-carboxylate). Reaction SMILES: [CH3:1][C:2]1[CH:7]=[CH:6][CH:5]=[C:4]([CH3:8])[C:3]=1[N:9]1[C:13](=[O:14])[CH2:12][CH:11]([C:15]([OH:17])=[O:16])[CH2:10]1.[C:18](O)([CH3:21])([CH3:20])[CH3:19].ClC1C=C(Cl)C=C(Cl)C=1C(Cl)=O>CN(C1C=CN=CC=1)C.C(Cl)Cl>[CH3:8][C:4]1[CH:5]=[CH:6][CH:7]=[C:2]([CH3:1])[C:3]=1[N:9]1[C:13](=[O:14])[CH2:12][CH:11]([C:15]([O:17][C:18]([CH3:21])([CH3:20])[CH3:19])=[O:16])[CH2:10]1. Reported procedure: To a 2 L, 3-neck flask was added 1-(2,6-dimethylphenyl)-5-oxopyrrolidine-3-carboxylic acid (93 g, 0.40 mol), anhydrous tert-butanol (60 mL, 0.63 mol), TEA (110 mL, 0.79 mol), DMAP (5.0 g, 41 mmol), and CH2Cl2 (800 mL). After the mixture was cooled in an ice bath under nitrogen atmosphere with mechanical stirring, 2,4,6-trichlorobenzoyl chloride (108 g, 0.443 mol) was added in portions over the course of 15 minutes such that the temperature did not exceed 10° C. After the addition was complete, t... The reactants are C(C)OC(CCC(C)C)C1=C(C2=C(C=CC(=C2C(=C1)OC)OC)OC)OC (2-(1-ethoxy-4-methylpentyl)-1,4,5,8-tetramethoxynaphthalene), [N+](=O)([O-])[O-].[NH4+].[Ce+4].[N+](=O)([O-])[O-].[N+](=O)([O-])[O-].[N+](=O)([O-])[O-].[N+](=O)([O-])[O-] (cerium (IV) ammonium nitrate). Solvent: C(C)#N (acetonitrile), O (water), O (water). Conditions: time 30 minute. Yields the product C(C)OC(CCC(C)C)C=1C(C2=C(C=CC(=C2C(C1)=O)OC)OC)=O (2-(1-ethoxy-4-methylpentyl)-5,8-dimethoxy-1,4-naphthoquinone). The yield is 25.5%. RXN SMILES: [CH2:1]([O:3][CH:4]([C:10]1[CH:19]=[C:18]([O:20]C)[C:17]2[C:12](=[C:13]([O:24][CH3:25])[CH:14]=[CH:15][C:16]=2[O:22][CH3:23])[C:11]=1[O:26]C)[CH2:5][CH2:6][CH:7]([CH3:9])[CH3:8])[CH3:2].[N+]([O-])([O-])=O.[NH4+].[Ce+4].[N+]([O-])([O-])=O.[N+]([O-])([O-])=O.[N+]([O-])([O-])=O.[N+]([O-])([O-])=O>C(#N)C.O>[CH2:1]([O:3][CH:4]([C:10]1[C:11](=[O:26])[C:12]2[C:17]([C:18](=[O:20])[CH:19]=1)=[C:16]([O:22][CH3:23])[CH:15]=[CH:14][C:13]=2[O:24][CH3:25])[CH2:5][CH2:6][CH:7]([CH3:8])[CH3:9])[CH3:2] |f:1.2.3.4.5.6.7|. Reported procedure: 600 mg (3.4 mmole) of 2-(1-ethoxy-4-methylpentyl)-1,4,5,8-tetramethoxynaphthalene was dissolved in 25 ml of acetonitrile and then a solution of 8.6 g (17 mmole) of cerium (IV) ammonium nitrate dissolved in 25 ml of distilled water was added dropwise thereto over 30 minutes through a dropping funnel in a cooling bath (0°-5° C.). The reaction mixture was stirred at normal temperature for 2 hours. After adding 60 mg of distilled water thereto, the reaction mixture was extracted twice with dichlorom... The reactants are CC1=CC(=NN1)N (5-methyl-1H-pyrazol-3-amine), FC(C1=NC2=C(C=CC=C2C(=N1)SC)NC=O)(C1=NC=C(C=C1)F)F (N-(2-(difluoro(5-fluoropyridin-2-yl)methyl)-4-(methylthio)quinazolin-8-yl)formamide), ClC1=CC(=CC=C1)C(=O)OO (3-chloroperbenzoic acid), S(=S)(=O)([O-])[O-].[Na+].[Na+] (sodium thiosulfate), C([O-])(O)=O.[Na+] (sodium bicarbonate). Run in C1CCOC1 (THF), C(Cl)Cl (DCM), C(Cl)Cl (DCM). Conditions: time 40 minute. Product: FC(C1=NC2=C(C=CC=C2C(=N1)NC1=NNC(=C1)C)NC=O)(C1=NC=C(C=C1)F)F (N-(2-(difluoro(5-fluoropyridin-2-yl)methyl)-4-((5-methyl-1H-pyrazol-3-yl)amino)quinazolin-8-yl)formamide). The yield is 34.6%. RXN SMILES: [F:1][C:2]([F:25])([C:18]1[CH:23]=[CH:22][C:21]([F:24])=[CH:20][N:19]=1)[C:3]1[N:12]=[C:11](SC)[C:10]2[C:5](=[C:6]([NH:15][CH:16]=[O:17])[CH:7]=[CH:8][CH:9]=2)[N:4]=1.ClC1C=CC=C(C(OO)=O)C=1.S([O-])([O-])(=O)=S.[Na+].[Na+].C(=O)(O)[O-].[Na+].[CH3:49][C:50]1[NH:54][N:53]=[C:52]([NH2:55])[CH:51]=1>C(Cl)Cl.C1COCC1>[F:1][C:2]([F:25])([C:18]1[CH:23]=[CH:22][C:21]([F:24])=[CH:20][N:19]=1)[C:3]1[N:12]=[C:11]([NH:55][C:52]2[CH:51]=[C:50]([CH3:49])[NH:54][N:53]=2)[C:10]2[C:5](=[C:6]([NH:15][CH:16]=[O:17])[CH:7]=[CH:8][CH:9]=2)[N:4]=1 |f:2.3.4,5.6|. Procedure details: To N-(2-(difluoro(5-fluoropyridin-2-yl)methyl)-4-(methylthio)quinazolin-8-yl)formamide (168 mg, 0.462 mmol) in DCM (5 mL) at 0° C. was added 3-chloroperbenzoic acid (70%, 171 mg, 0.69 mmol) and the mixture stirred for 40 min. The mixture was diluted with DCM and then aq sodium thiosulfate and saturated aq sodium bicarbonate were added. The organic layer was separated, dried over sodium sulfate, and concentrated under reduced pressure. To the residue were added THF (4 mL) and 5-methyl-1H-pyrazol-...